Dataset: the Open Reaction Database (ORD), a public repository of structured organic reaction records. Task: describe an organic reaction: reactants, conditions, products, and yield Starting materials: CO, ClCCl, NC1CN2CCC1CC2, O=C(O)c1ccc(Oc2ccccc2)cc1, O=P(Cl)(Oc1ccccc1)Oc1ccccc1. Product: O=C(NC1CN2CCC1CC2)c1ccc(Oc2ccccc2)cc1. Reaction SMILES: [CH3:43][OH:44].[Cl:45][CH2:46][Cl:47].[NH2:34][CH:35]1[CH2:36][N:37]2[CH2:38][CH2:39][CH:40]1[CH2:41][CH2:42]2.[O:1]([c:2]1[cH:3][cH:4][cH:5][cH:6][cH:7]1)[c:8]1[cH:9][cH:10][c:11]([C:12](=[O:13])[OH:14])[cH:15][cH:16]1.[c:17]1([O:18][P:19]([Cl:20])([O:21][c:22]2[cH:23][cH:24][cH:25][cH:26][cH:27]2)=[O:28])[cH:29][cH:30][cH:31][cH:32][cH:33]1>>[O:1]([c:2]1[cH:3][cH:4][cH:5][cH:6][cH:7]1)[c:8]1[cH:9][cH:10][c:11]([C:12](=[O:14])[NH:34][CH:35]2[CH2:36][N:37]3[CH2:38][CH2:39][CH:40]2[CH2:41][CH2:42]3)[cH:15][cH:16]1. Reactants: C(=O)NC1=CC=CC(=N1)C(C(=O)O)=NOC (2(6-formamidopyridin-2-yl)-2-methoxyiminoacetic acid), Cl (hydrochloric acid). The solvent is CO (methanol). Run at time 45 minute. Product: Cl.NC1=CC=CC(=N1)C(C(=O)O)=NOC (2-(6-aminopyridin-2-yl)-2-methoxyiminoacetic acid hydrochloride). Yield: 104.7%. As a reaction SMILES: C([NH:3][C:4]1[N:9]=[C:8]([C:10](=[N:14][O:15][CH3:16])[C:11]([OH:13])=[O:12])[CH:7]=[CH:6][CH:5]=1)=O.[ClH:17]>CO>[ClH:17].[NH2:3][C:4]1[N:9]=[C:8]([C:10](=[N:14][O:15][CH3:16])[C:11]([OH:13])=[O:12])[CH:7]=[CH:6][CH:5]=1 |f:3.4|. Procedure: A suspension of 2(6-formamidopyridin-2-yl)-2-methoxyiminoacetic acid (1.5 g.) and conc. hydrochloric acid (0.77 g.) in methanol (30 ml.) was stirred at room temperature for 45 minutes. After concentrating the resultant solution under reduced pressure, the residue was washed with diethyl ether. The precipitates were collected by filtration to give 2-(6-aminopyridin-2-yl)-2-methoxyiminoacetic acid hydrochloride (1.63 g.), mp 100° to 105° C. Starting materials: C(CCCC)C1=CC(=NO1)NC(P(OCC)(OCC)=O)P(OCC)(OCC)=O (tetraethyl [(5-n-pentyl-3-isoxazolyl)amino]methylene-bis(phosphonate)). Run in Cl (hydrochloric acid). Product: C(CCCC)C1=CC(=NO1)NC(P(O)(O)=O)P(O)(O)=O ([(5-n-pentyl-3-isoxazolyl)amino]methylene-bis(phosphonic acid)). Yield: 80.5%. As a reaction SMILES: [CH2:1]([C:6]1[O:10][N:9]=[C:8]([NH:11][CH:12]([P:21](=[O:28])([O:25]CC)[O:22]CC)[P:13](=[O:20])([O:17]CC)[O:14]CC)[CH:7]=1)[CH2:2][CH2:3][CH2:4][CH3:5]>Cl>[CH2:1]([C:6]1[O:10][N:9]=[C:8]([NH:11][CH:12]([P:21](=[O:22])([OH:28])[OH:25])[P:13](=[O:14])([OH:20])[OH:17])[CH:7]=1)[CH2:2][CH2:3][CH2:4][CH3:5]. Procedure details: A solution of 3 g of tetraethyl [(5-n-pentyl-3-isoxazolyl)amino]methylene-bis(phosphonate) in 30 ml of concentrated hydrochloric acid was heated under reflux for 3 hours. After the reaction mixture was concentrated, the solid obtained was washed with acetonitrile to give 1.8 g of [(5-n-pentyl-3-isoxazolyl)amino]methylene-bis(phosphonic acid) as a solid. Reactants: COC(=O)C1=CC=2CCCC(C2C=C1)=O (5-oxo-5,6,7,8-tetrahydronaphtalene-2-carboxylic acid methyl ester), C1(=CCCC1)C=O (1-cyclopentene carbaldehyde). Product: C1(=CCCC1)C=C1C(C=2C=CC(=CC2CC1)C(=O)OC)=O (methyl 6-(cyclopent-1-en-1-ylmethylene)-5-oxo-5,6,7,8-tetrahydronaphthalene-2-carboxylate). The yield is 70.0%. As a reaction SMILES: [CH3:1][O:2][C:3]([C:5]1[CH:14]=[CH:13][C:12]2[C:11](=[O:15])[CH2:10][CH2:9][CH2:8][C:7]=2[CH:6]=1)=[O:4].[C:16]1([CH:21]=O)[CH2:20][CH2:19][CH2:18][CH:17]=1>>[C:16]1([CH:21]=[C:10]2[CH2:9][CH2:8][C:7]3[CH:6]=[C:5]([C:3]([O:2][CH3:1])=[O:4])[CH:14]=[CH:13][C:12]=3[C:11]2=[O:15])[CH2:20][CH2:19][CH2:18][CH:17]=1. Procedure: The title compound was prepared from 5-oxo-5,6,7,8-tetrahydronaphtalene-2-carboxylic acid methyl ester (396 mg, 1.9 mmol) and 1-cyclopentene carbaldehyde (220 mg, 2.0 mmol) according to Method A3 in 70% yield. ES-MS m/z 283 (M+H) Starting materials: FC1=CC=C(C=C1)N1C(=NC(=C1)C=O)C (1-(4-fluoro-phenyl)-2-methyl-1H-imidazole-4-carbaldehyde), COP(OC)=O (phosphonic acid dimethyl ester), C([O-])([O-])=O.[K+].[K+] (Potassium carbonate). The solvent is CO (methanol), CO (methanol). Run at time 8 hour. Yields the product desired compound, C(#C)C=1N=C(N(C1)C1=CC=C(C=C1)F)C (4-ethynyl-1-(4-fluoro-phenyl)-2-methyl-1H-imidazole). RXN SMILES: COP(=O)OC.[C:7](=O)([O-])[O-].[K+].[K+].[F:13][C:14]1[CH:19]=[CH:18][C:17]([N:20]2[CH:24]=[C:23]([CH:25]=O)[N:22]=[C:21]2[CH3:27])=[CH:16][CH:15]=1>CO>[C:25]([C:23]1[N:22]=[C:21]([CH3:27])[N:20]([C:17]2[CH:18]=[CH:19][C:14]([F:13])=[CH:15][CH:16]=2)[CH:24]=1)#[CH:7] |f:1.2.3|. Procedure: Diazo-2-oxo-propyl)-phosphonic acid dimethyl ester is dissolved in methanol. Potassium carbonate is added. A solution of 1-(4-fluoro-phenyl)-2-methyl-1H-imidazole-4-carbaldehyde in methanol is added dropwise at room temperature. The reaction mixture is stirred at room temperature overnight. The desired compound 4-ethynyl-1-(4-fluoro-phenyl)-2-methyl-1H-imidazole is obtained. Reactants: S([O-])(O)=O.C(=O)C=O.[Na+] (sodium glyoxal bisulfite), Cl (hydrochloric acid), NC1=C(C(=C(C(=O)OC)C=C1N)NC1=C(C=CC=C1)C)F (methyl 4,5-diamino-3-fluoro-2-(2-methyl-phenylamino)benzoate), [OH-].[Na+] (sodium hydroxide). Solvent: C(C)(=O)O (acetic acid), C(C)(=O)OCC (ethyl acetate). Conditions: temperature 65 celsius, time 1 hour. The product is FC=1C(=C(C=C2N=CC=NC12)C(=O)O)NC1=C(C=CC=C1)C (8-fluoro-7-(2-methyl-phenylamino)-quinoxaline-6-carboxylic acid). As a reaction SMILES: [NH2:1][C:2]1[C:11]([NH2:12])=[CH:10][C:5]([C:6]([O:8]C)=[O:7])=[C:4]([NH:13][C:14]2[CH:19]=[CH:18][CH:17]=[CH:16][C:15]=2[CH3:20])[C:3]=1[F:21].S(=O)(O)[O-].[CH:26]([CH:28]=O)=O.[Na+].[OH-].[Na+].Cl>C(O)(=O)C.C(OCC)(=O)C>[F:21][C:3]1[C:4]([NH:13][C:14]2[CH:19]=[CH:18][CH:17]=[CH:16][C:15]=2[CH3:20])=[C:5]([C:6]([OH:8])=[O:7])[CH:10]=[C:11]2[C:2]=1[N:1]=[CH:28][CH:26]=[N:12]2 |f:1.2.3,4.5|. Procedure details: The compound methyl 4,5-diamino-3-fluoro-2-(2-methyl-phenylamino)-benzoate (from Step e, Example 1) is dissolved in 2:1:1.2 v/v/v of 2.0 M acetic acid-4.0 M sodium acetate-methanol. The suspension is warmed to 65° C. (or until homogeneous) and the clear solution is poured into a 0.078 M aqueous sodium glyoxal bisulfite (Aldrich, monohydrate, 1.05 equiv.) solution which is warmed to 70° C. The reaction mixture is stirred gently between 55-75° C. for one hour, and is then cooled to 12° C. with an ...